Dataset: the Open Reaction Database (ORD), a public repository of structured organic reaction records. Task: describe an organic reaction: reactants, conditions, products, and yield Reactants: O (Water), [OH-].[K+] (Potassium hydroxide), CC(C)(C)C1=C(C(=CC(=C1)S)C(C)(C)C)O (2,6-bis(1,1-dimethylethyl)-4-mercaptophenol), ethyl 4-bromo butyrate. The solvent is CC(=O)C (acetone). Conditions: time 1.5 hour. Yields the product CC(C)(C)C=1C=C(C=C(C1O)C(C)(C)C)SCCCC(=O)O (4-[[3,5-bis(1,1-dimethylethyl)-4-hydroxyphenyl]thio]butanoic acid). Reaction SMILES: [OH-:1].[K+].[CH3:3][C:4]([C:7]1[CH:12]=[C:11]([SH:13])[CH:10]=[C:9]([C:14]([CH3:17])([CH3:16])[CH3:15])[C:8]=1[OH:18])([CH3:6])[CH3:5].[OH2:19]>CC(C)=O>[CH3:6][C:4]([C:7]1[CH:12]=[C:11]([S:13][CH2:3][CH2:4][CH2:7][C:8]([OH:19])=[O:1])[CH:10]=[C:9]([C:14]([CH3:17])([CH3:16])[CH3:15])[C:8]=1[OH:18])([CH3:3])[CH3:5] |f:0.1|. Reported procedure: Potassium hydroxide flakes (2.52 g, 0.045 mole) were added to a clear solution of 2,6-bis(1,1-dimethylethyl)-4-mercaptophenol (3.57 g, 0.015 mole) and ethyl 4-bromo butyrate (3.23 g, 0.0165 mole) in acetone (10 ml). Water (20 ml) was added and the solution stirred for 1.5 hours, the solvent removed on a rotary evaporator and water (50 ml) added. The organic layer was extracted with ethyl ether (3×75 ml). The aqueous layer was acidified with concentrated hydrochloric acid, extracted with ethyl et... RXN SMILES: [CH3:42][N:43]([S:44](=[O:45])(=[O:46])[Cl:47])[CH3:48].[CH:33]([N:34]([CH2:35][CH3:36])[CH:37]([CH3:38])[CH3:39])([CH3:40])[CH3:41].[Cl:50][CH2:51][Cl:52].[F:1][CH:2]([c:3]1[n:4][c:5]2[c:6]([n:7]1-[c:8]1[n:9][c:10]([N:20]3[CH2:21][CH2:22][NH:23][CH2:24][CH2:25]3)[n:11][c:12]([N:14]3[CH2:15][CH2:16][O:17][CH2:18][CH2:19]3)[n:13]1)[cH:26][cH:27][cH:28][c:29]2[O:30][CH3:31])[F:32].[OH2:49]>>[F:1][CH:2]([c:3]1[n:4][c:5]2[c:6]([n:7]1-[c:8]1[n:9][c:10]([N:20]3[CH2:21][CH2:22][N:23]([S:44]([N:43]([CH3:42])[CH3:48])(=[O:45])=[O:46])[CH2:24][CH2:25]3)[n:11][c:12]([N:14]3[CH2:15][CH2:16][O:17][CH2:18][CH2:19]3)[n:13]1)[cH:26][cH:27][cH:28][c:29]2[O:30][CH3:31])[F:32]. The reactants are CN(C)S(=O)(=O)Cl, CCN(C(C)C)C(C)C, ClCCl, COc1cccc2c1nc(C(F)F)n2-c1nc(N2CCNCC2)nc(N2CCOCC2)n1, O. Yields the product COc1cccc2c1nc(C(F)F)n2-c1nc(N2CCOCC2)nc(N2CCN(S(=O)(=O)N(C)C)CC2)n1. Reactants: CCO, O=C(c1ccc(Cl)cc1)c1c(Cl)cc(CBr)cc1Cl, [K+], [N-]=[N+]=[N-]. The product is [N-]=[N+]=NCc1cc(Cl)c(C(=O)c2ccc(Cl)cc2)c(Cl)c1. As a reaction SMILES: [CH3:24][CH2:25][OH:26].[Cl:1][c:2]1[cH:3][cH:4][c:5]([C:6](=[O:7])[c:8]2[c:9]([Cl:17])[cH:10][c:11]([CH2:12][Br:13])[cH:14][c:15]2[Cl:16])[cH:18][cH:19]1.[K+:23].[N-:20]=[N+:21]=[N-:22]>>[Cl:1][c:2]1[cH:3][cH:4][c:5]([C:6](=[O:7])[c:8]2[c:9]([Cl:17])[cH:10][c:11]([CH2:12][N:20]=[N+:21]=[N-:22])[cH:14][c:15]2[Cl:16])[cH:18][cH:19]1. The product is C[C@@H]1CN(C[C@@H](O1)C)C1=NC=CC(=N1)OC1=CC=C(C2=CC=CC=C12)NC(C1=CC(=CC(=C1)N1CCCCC1)F)=O (N-[4-({2-[(2R,6S)-2,6-Dimethylmorpholin-4-yl]pyrimidin-4-yl}oxy)-1-naphthyl]-3-fluoro-5-piperidin-1-ylbenzamide). Reported procedure: Compound is prepared from 3-fluoro-N-[4-(2-methanesulfonyl-pyrimidin-4-yloxy)-naphthalen-1-yl]-5-piperidin-1-yl-benzamide and (2R,6S)-2,6-dimethylmorpholine according to conditions described in general procedure C. Reaction SMILES: [F:1][C:2]1[CH:3]=[C:4]([CH:29]=[C:30]([N:32]2[CH2:37][CH2:36][CH2:35][CH2:34][CH2:33]2)[CH:31]=1)[C:5]([NH:7][C:8]1[C:17]2[C:12](=[CH:13][CH:14]=[CH:15][CH:16]=2)[C:11]([O:18][C:19]2[CH:24]=[CH:23][N:22]=[C:21](S(C)(=O)=O)[N:20]=2)=[CH:10][CH:9]=1)=[O:6].[CH3:38][C@H:39]1[O:44][C@@H:43]([CH3:45])[CH2:42][NH:41][CH2:40]1>>[CH3:45][C@H:43]1[O:44][C@@H:39]([CH3:38])[CH2:40][N:41]([C:21]2[N:20]=[C:19]([O:18][C:11]3[C:12]4[C:17](=[CH:16][CH:15]=[CH:14][CH:13]=4)[C:8]([NH:7][C:5](=[O:6])[C:4]4[CH:29]=[C:30]([N:32]5[CH2:37][CH2:36][CH2:35][CH2:34][CH2:33]5)[CH:31]=[C:2]([F:1])[CH:3]=4)=[CH:9][CH:10]=3)[CH:24]=[CH:23][N:22]=2)[CH2:42]1. The reactants are FC=1C=C(C(=O)NC2=CC=C(C3=CC=CC=C23)OC2=NC(=NC=C2)S(=O)(=O)C)C=C(C1)N1CCCCC1 (3-fluoro-N-[4-(2-methanesulfonyl-pyrimidin-4-yloxy)-naphthalen-1-yl]-5-piperidin-1-yl-benzamide), C[C@@H]1CNC[C@@H](O1)C ((2R,6S)-2,6-dimethylmorpholine). Reactants: C1(=CC=CC=C1)[C@@H](C)N[C@@H](CC=1C=C2C=C(N(C2=CC1)C(=O)OC(C)(C)C)C(=O)OC)C (1-tert-butyl 2-methyl 5-((2R)-2-{[(1R)-1-phenylethyl]amino}propyl)-1H-indole-1,2-dicarboxylate), Cl (hydrogen chloride). The solvent is CO (methanol). Run at time 16 hour. Yields the product C1(=CC=CC=C1)[C@@H](C)N[C@@H](CC=1C=C2C=C(NC2=CC1)C(=O)OC)C (Methyl 5-((2R)-2-{[(1R)-1-phenylethyl]amino}propyl)-1H-indole-2-carboxylate). The yield is 59.2%. As a reaction SMILES: [C:1]1([C@H:7]([NH:9][C@H:10]([CH3:32])[CH2:11][C:12]2[CH:13]=[C:14]3[C:18](=[CH:19][CH:20]=2)[N:17](C(OC(C)(C)C)=O)[C:16]([C:28]([O:30][CH3:31])=[O:29])=[CH:15]3)[CH3:8])[CH:6]=[CH:5][CH:4]=[CH:3][CH:2]=1.Cl>CO>[C:1]1([C@H:7]([NH:9][C@H:10]([CH3:32])[CH2:11][C:12]2[CH:13]=[C:14]3[C:18](=[CH:19][CH:20]=2)[NH:17][C:16]([C:28]([O:30][CH3:31])=[O:29])=[CH:15]3)[CH3:8])[CH:2]=[CH:3][CH:4]=[CH:5][CH:6]=1. Procedure details: A solution of 1-tert-butyl 2-methyl 5-((2R)-2-{[(1R)-1-phenylethyl]amino}propyl)-1H-indole-1,2-dicarboxylate (Preparation 16, 20.48 g, 46.9 mmol) was treated with 4M hydrogen chloride in methanol and the resulting solution left to stir at room temperature for 16 hours and then heated at 50° C. for a further 2 hours. The solvent was removed in vacuo to give a solid which was crystallised from a mixture of methanol (125 ml) and diisopropylether (50 ml) to give the title compound as a colourless cr... Starting materials: peroxide, OO (hydrogen peroxide), C(CCCC(=O)OC1CC(N(C(C1)(C)C)O)(C)C)(=O)OC1CC(N(C(C1)(C)C)O)(C)C (bis(1-oxyl-2,2,6,6-tetramethylpieridin-4-yl) glutarate), ferrous chloride tetrahydrate, C(C)(C)(C)O (tert-butyl alcohol), S(=O)([O-])[O-].[Na+].[Na+] (sodium sulfite). Product: OC(CON1C(CC(CC1(C)C)OC(CCCC(=O)OC1CC(N(C(C1)(C)C)OCC(C)(C)O)(C)C)=O)(C)C)(C)C (Bis[1-(2-hydroxy-2-methylpropoxy)-2,2,6,6-tetramethylpiperidin-4-yl]Glutarate). RXN SMILES: OO.[C:3]([O:22][CH:23]1[CH2:28][C:27]([CH3:30])([CH3:29])[N:26]([OH:31])[C:25]([CH3:33])([CH3:32])[CH2:24]1)(=[O:21])[CH2:4][CH2:5][CH2:6][C:7]([O:9][CH:10]1[CH2:15][C:14]([CH3:17])([CH3:16])[N:13]([OH:18])[C:12]([CH3:20])([CH3:19])[CH2:11]1)=[O:8].S([O-])([O-])=O.[Na+].[Na+].[C:40]([OH:44])([CH3:43])([CH3:42])[CH3:41]>>[OH:44][C:40]([CH3:43])([CH3:42])[CH2:41][O:18][N:13]1[C:14]([CH3:17])([CH3:16])[CH2:15][CH:10]([O:9][C:7](=[O:8])[CH2:6][CH2:5][CH2:4][C:3]([O:22][CH:23]2[CH2:28][C:27]([CH3:30])([CH3:29])[N:26]([O:31][CH2:41][C:40]([OH:44])([CH3:43])[CH3:42])[C:25]([CH3:33])([CH3:32])[CH2:24]2)=[O:21])[CH2:11][C:12]1([CH3:20])[CH3:19] |f:2.3.4|. Procedure: Aqueous hydrogen peroxide is added to a mixture of bis(1-oxyl-2,2,6,6-tetramethylpieridin-4-yl) glutarate and ferrous chloride tetrahydrate in tert-butyl alcohol at 30-50° C. Excess peroxide is decomposed with aqueous sodium sulfite solution. The organic layer is concentrated and the crude product is purified by flash chromatography on silica gel to afford the title compound.